Dataset: the Open Reaction Database (ORD), a public repository of structured organic reaction records. Task: describe an organic reaction: reactants, conditions, products, and yield The product is COc1cccc2c1C(=O)N(CC(=O)N1c3ccccc3N(Cc3ccccc3)C(=O)C3CCCC31)C2=O. As a reaction SMILES: [C:38](=[O:39])([O-:40])[O-:41].[CH2:1]([c:2]1[cH:3][cH:4][cH:5][cH:6][cH:7]1)[N:8]1[c:9]2[c:10]([cH:34][cH:35][cH:36][cH:37]2)[N:11]([C:19]([CH2:20][N:21]2[C:22](=[O:32])[c:23]3[c:24]([c:27]([OH:31])[cH:28][cH:29][cH:30]3)[C:25]2=[O:26])=[O:33])[CH:12]2[CH:13]([C:14]1=[O:15])[CH2:16][CH2:17][CH2:18]2.[CH3:44][I:45].[CH3:47][N:48]([CH3:49])[CH:50]=[O:51].[K+:42].[K+:43].[OH2:46]>>[CH2:1]([c:2]1[cH:3][cH:4][cH:5][cH:6][cH:7]1)[N:8]1[c:9]2[c:10]([cH:34][cH:35][cH:36][cH:37]2)[N:11]([C:19]([CH2:20][N:21]2[C:22](=[O:32])[c:23]3[c:24]([c:27]([O:31][CH3:38])[cH:28][cH:29][cH:30]3)[C:25]2=[O:26])=[O:33])[CH:12]2[CH:13]([C:14]1=[O:15])[CH2:16][CH2:17][CH2:18]2. The reactants are O=C([O-])[O-], O=C1c2cccc(O)c2C(=O)N1CC(=O)N1c2ccccc2N(Cc2ccccc2)C(=O)C2CCCC21, CI, CN(C)C=O, [K+], [K+], O.